From a dataset of the Open Reaction Database (ORD), a public repository of structured organic reaction records. describe an organic reaction: reactants, conditions, products, and yield Starting materials: O (Water), FC(C1=NC2=C(N1C1=NC(=NC(=N1)N1CCOCC1)N1CCNCC1)C=CC=C2OC)F (2-(difluoromethyl)-4-methoxy-1-[4-(4-morpholinyl)-6-(1-piperazinyl)-1,3,5-triazin-2-yl]-1H-benzimidazole), CCN(C(C)C)C(C)C (DIPEA), CN(S(=O)(=O)Cl)C (dimethylsulfamoyl chloride). The solvent is C(Cl)Cl (CH2Cl2). Reaction conditions: time 8 hour. The product is FC(C1=NC2=C(N1C1=NC(=NC(=N1)N1CCOCC1)N1CCN(CC1)S(=O)(=O)N(C)C)C=CC=C2OC)F (4-[4-[2-(difluoromethyl)-4-methoxy-1H-benzimidazol-1-yl]-6-(4-morpholinyl)-1,3,5-triazin-2-yl]-N,N-dimethyl-1-piperazinesulfonamide). Yield: 78.4%. As a reaction SMILES: [F:1][CH:2]([F:32])[C:3]1[N:7]([C:8]2[N:13]=[C:12]([N:14]3[CH2:19][CH2:18][O:17][CH2:16][CH2:15]3)[N:11]=[C:10]([N:20]3[CH2:25][CH2:24][NH:23][CH2:22][CH2:21]3)[N:9]=2)[C:6]2[CH:26]=[CH:27][CH:28]=[C:29]([O:30][CH3:31])[C:5]=2[N:4]=1.CCN(C(C)C)C(C)C.[CH3:42][N:43]([CH3:48])[S:44](Cl)(=[O:46])=[O:45].O>C(Cl)Cl>[F:32][CH:2]([F:1])[C:3]1[N:7]([C:8]2[N:13]=[C:12]([N:14]3[CH2:15][CH2:16][O:17][CH2:18][CH2:19]3)[N:11]=[C:10]([N:20]3[CH2:25][CH2:24][N:23]([S:44]([N:43]([CH3:48])[CH3:42])(=[O:46])=[O:45])[CH2:22][CH2:21]3)[N:9]=2)[C:6]2[CH:26]=[CH:27][CH:28]=[C:29]([O:30][CH3:31])[C:5]=2[N:4]=1. Reported procedure: A solution of 224 mg (0.5 mmol) of 2-(difluoromethyl)-4-methoxy-1-[4-(4-morpholinyl)-6-(1-piperazinyl)-1,3,5-triazin-2-yl]-1H-benzimidazole (Example 2) and 130 mg (1 mmol) of DIPEA in 10 mL of CH2Cl2 was treated with 150 mg (1 mmol) of dimethylsulfamoyl chloride and the mixture was stirred at room temperature overnight. Water was added, and the organic layer was separated and dried. Chromatography on silica, eluting with CH2Cl2/EtOAc (9:1), gave 217 mg (78% yield) of 4-[4-[2-(difluoromethyl)-4-m...